From a dataset of the Open Reaction Database (ORD), a public repository of structured organic reaction records. describe an organic reaction: reactants, conditions, products, and yield Reactants: [C@@H]1([C@@H](CCCC1)O)O (trans-1,2-cyclohexanediol), C(OC)(OC)=O (dimethyl carbonate), C[O-].[Na+] (sodium methoxide). The product is O1C(OC2C1CCCC2)=O (Hexahydro-1,3-benzodioxol-2-one). The yield is 93.0%. RXN SMILES: [C@@H:1]1([OH:8])[CH2:6][CH2:5][CH2:4][CH2:3][C@H:2]1[OH:7].[C:9](=O)(OC)[O:10]C.C[O-].[Na+]>>[O:7]1[CH:2]2[CH2:3][CH2:4][CH2:5][CH2:6][CH:1]2[O:8][C:9]1=[O:10] |f:2.3|. Procedure: Into 10 g (86 mmol) of trans-1,2-cyclohexanediol (CAS No. 1460-57-7) and 87.7 g (86 mmol) of dimethyl carbonate was added 0.5 g (9 mmol) of sodium methoxide. The resulting mixture was refluxed for 1 hour. After methanol was removed from the mixture, rectification was carried out. A purified hexahydro-1,3-benzodioxol-2-one (trans isomer) was recovered with a yield of 93%. Reactants: O=C([O-])[O-], O=C(CBr)NC1CCN(Cc2ccccc2)C1, Cl, [K+], [K+], CN(C)C=O, COc1cc(O)ccc1C=O. Yields the product COc1cc(OCC(=O)NC2CCN(Cc3ccccc3)C2)ccc1C=O. As a reaction SMILES: [C:12](=[O:13])([O-:14])[O-:15].[CH2:19]([c:20]1[cH:21][cH:22][cH:23][cH:24][cH:25]1)[N:26]1[CH2:27][CH:28]([NH:31][C:32]([CH2:33][Br:34])=[O:35])[CH2:29][CH2:30]1.[ClH:18].[K+:16].[K+:17].[O:36]=[CH:37][N:38]([CH3:39])[CH3:40].[OH:1][c:2]1[cH:3][c:4]([O:10][CH3:11])[c:5]([CH:6]=[O:7])[cH:8][cH:9]1>>[O:1]([c:2]1[cH:3][c:4]([O:10][CH3:11])[c:5]([CH:6]=[O:7])[cH:8][cH:9]1)[CH2:33][C:32]([NH:31][CH:28]1[CH2:27][N:26]([CH2:19][c:20]2[cH:21][cH:22][cH:23][cH:24][cH:25]2)[CH2:30][CH2:29]1)=[O:35]. Starting materials: C(C(=O)Cl)(=O)Cl (Oxalyl chloride), C(C1=CC=CC=C1)OC1=C(C(=O)O)C=CC(=C1)C (2-benzyloxy-4-methylbenzoic acid). Reagents/catalysts: CN(C)C=O (DMF). Solvent: ClCCl (dichloromethane). Run at temperature -78 celsius, time 2 hour. The product is C(C1=CC=CC=C1)OC1=C(C=O)C=CC(=C1)C (2-benzyloxy-4-methylbenzaldehyde). Yield: 44.3%. As a reaction SMILES: C(Cl)(=O)C(Cl)=O.[CH2:7]([O:14][C:15]1[CH:23]=[C:22]([CH3:24])[CH:21]=[CH:20][C:16]=1[C:17](O)=[O:18])[C:8]1[CH:13]=[CH:12][CH:11]=[CH:10][CH:9]=1>ClCCl.CN(C=O)C>[CH2:7]([O:14][C:15]1[CH:23]=[C:22]([CH3:24])[CH:21]=[CH:20][C:16]=1[CH:17]=[O:18])[C:8]1[CH:13]=[CH:12][CH:11]=[CH:10][CH:9]=1. Procedure: Oxalyl chloride (3.6 ml) was added to a solution of 2-benzyloxy-4-methylbenzoic acid (9.02 g) in dichloromethane (20 ml), one drop of DMF was added and the mixture was stirred for 2 hours then evaporated to dryness. The residue was dissolved in diglyme (70 ml) and cooled to -78° C. under argon. Lithium-tri-t-butoxyaluminohydride (78 ml of 0.5M solution in diglyme) was added at such a rate that the temperature did not exceed -60° C. The mixture was stirred below this temperature for 2 hours and w... Reactants: OCC=1N=C2N(N=CC=C2N2CCOCC2)C1C=1C=CC(=NC1)N1CCN(CC1)C(=O)OC(C)(C)C (tert-Butyl 4-(5-(2-(hydroxymethyl)-8-morpholinoimidazo[1,2-b]pyridazin-3-yl)pyridin-2-yl)piperazine-1-carboxylate), C(=O)(O)[O-].[Na+] (NaHCO3), CC(=O)OI1(C=2C=CC=CC2C(=O)O1)(OC(=O)C)OC(=O)C (Dess-Martin periodinane), CC1=NC2=CC=CC=C2C=C1 (2-Methylquinoline), C[Si](C)(C)Cl (TMSCl). The solvent is O (water), C(Cl)Cl (DCM), C(Cl)Cl (DCM). Reaction conditions: time 20 minute. Yields the product O1CCN(CC1)C=1C=2N(N=CC1)C(=C(N2)\C=C\C2=NC1=CC=CC=C1C=C2)C=2C=CC(=NC2)N2CCN(CC2)C(=O)OC(C)(C)C ((E)-tert-Butyl 4-(5-(8-morpholino-2-(2-(quinolin-2-yl)vinyl)imidazo[1,2-b]pyridazin-3-yl)pyridin-2-yl)piperazine-1-carboxylate). RXN SMILES: O[CH2:2][C:3]1[N:4]=[C:5]2[C:10]([N:11]3[CH2:16][CH2:15][O:14][CH2:13][CH2:12]3)=[CH:9][CH:8]=[N:7][N:6]2[C:17]=1[C:18]1[CH:19]=[CH:20][C:21]([N:24]2[CH2:29][CH2:28][N:27]([C:30]([O:32][C:33]([CH3:36])([CH3:35])[CH3:34])=[O:31])[CH2:26][CH2:25]2)=[N:22][CH:23]=1.CC(OI1(OC(C)=O)(OC(C)=O)OC(=O)C2C=CC=CC1=2)=O.[CH3:59][C:60]1[CH:69]=[CH:68][C:67]2[C:62](=[CH:63][CH:64]=[CH:65][CH:66]=2)[N:61]=1.C[Si](Cl)(C)C.C([O-])(O)=O.[Na+]>C(Cl)Cl.O>[O:14]1[CH2:13][CH2:12][N:11]([C:10]2[C:5]3[N:6]([C:17]([C:18]4[CH:19]=[CH:20][C:21]([N:24]5[CH2:29][CH2:28][N:27]([C:30]([O:32][C:33]([CH3:35])([CH3:34])[CH3:36])=[O:31])[CH2:26][CH2:25]5)=[N:22][CH:23]=4)=[C:3](/[CH:2]=[CH:59]/[C:60]4[CH:69]=[CH:68][C:67]5[C:62](=[CH:63][CH:64]=[CH:65][CH:66]=5)[N:61]=4)[N:4]=3)[N:7]=[CH:8][CH:9]=2)[CH2:16][CH2:15]1 |f:4.5|. Procedure: Compound 21a (195 mg, 0.393 mmol) was placed in an 8 mL vial equipped with a stir bar and then DCM (4 mL) was added. Dess-Martin periodinane (184 mg, 0.433 mmol) was added and then the reaction was stirred at rt for 20 min. The reaction was diluted with DCM (20 mL) and washed with saturated NaHCO3 solution (2×20 mL). The organic phase was dried over MgSO4 and filtered. The solvent was removed under reduced pressure. The residue was placed in an 8 mL vial equipped with a stir bar and then dry DMF... Reactants: Cn1c2c(c3ccccc31)CCN(C(=O)OCc1ccccc1)C2, CO, CCOC(C)=O, Cl. The product is Cl, Cn1c2c(c3ccccc31)CCNC2. Reaction SMILES: [CH2:1]([O:2][C:3](=[O:4])[N:11]1[CH2:12][c:13]2[n:14]([CH3:24])[c:15]3[cH:16][cH:17][cH:18][cH:19][c:20]3[c:21]2[CH2:22][CH2:23]1)[c:5]1[cH:6][cH:7][cH:8][cH:9][cH:10]1.[CH3:26][OH:27].[CH3:28][CH2:29][O:30][C:31]([CH3:32])=[O:33].[ClH:25]>>[ClH:25].[NH:11]1[CH2:12][c:13]2[n:14]([CH3:24])[c:15]3[cH:16][cH:17][cH:18][cH:19][c:20]3[c:21]2[CH2:22][CH2:23]1.